From a dataset of the Open Reaction Database (ORD), a public repository of structured organic reaction records. describe an organic reaction: reactants, conditions, products, and yield Starting materials: C(C)C(CC)C=1C=2N(N=C(C1)C)C(=C(N2)C)C2=C(N=C1N2C=CC=C1C=O)C (3-[8-(1-ethyl-propyl)-2,6-dimethyl-imidazo[1,2-b]pyridazin-3-yl]-2-methyl-imidazo[1,2-a]pyridine-8-carbaldehyde), C(C)(C)(C)[Mg]Br (t-BuMgBr). The product is C(C)C(CC)C=1C=2N(N=C(C1)C)C(=C(N2)C)C2=C(N=C1N2C=CC=C1C(C(C)(C)C)O)C (1-{3-[8-(1-Ethyl-propyl)-2,6-dimethyl-imidazo[1,2-b]pyridazin-3-yl]-2-methyl-imidazo[1,2-a]pyridin-8-yl}-2,2-dimethyl-propan-1-ol). The yield is 39.6%. As a reaction SMILES: [CH2:1]([CH:3]([C:6]1[C:7]2[N:8]([C:13]([C:17]3[N:21]4[CH:22]=[CH:23][CH:24]=[C:25]([CH:26]=[O:27])[C:20]4=[N:19][C:18]=3[CH3:28])=[C:14]([CH3:16])[N:15]=2)[N:9]=[C:10]([CH3:12])[CH:11]=1)[CH2:4][CH3:5])[CH3:2].[C:29]([Mg]Br)([CH3:32])([CH3:31])[CH3:30]>>[CH2:1]([CH:3]([C:6]1[C:7]2[N:8]([C:13]([C:17]3[N:21]4[CH:22]=[CH:23][CH:24]=[C:25]([CH:26]([OH:27])[C:29]([CH3:32])([CH3:31])[CH3:30])[C:20]4=[N:19][C:18]=3[CH3:28])=[C:14]([CH3:16])[N:15]=2)[N:9]=[C:10]([CH3:12])[CH:11]=1)[CH2:4][CH3:5])[CH3:2]. Procedure details: Using a procedure analogous to Example 41, 3-[8-(1-ethyl-propyl)-2,6-dimethyl-imidazo[1,2-b]pyridazin-3-yl]-2-methyl-imidazo[1,2-a]pyridine-8-carbaldehyde (0.20 g, 0.53 mmol) and t-BuMgBr (2.0 M, 0.32 mL, 0.64 mmol) give the title compound (91.9 mg, 0.21 mmol, 66%). 1H NMR (CDCl3): δ 0.87-0.95 (m, 6H), 1.06 (s, 4.5H), 1.07 (s, 4.5H), 1.79-1.94 (m, 4H), 2.38 (s, 3H), 2.42 (s, 3H), 2.46 (s, 3H), 3.30-3.41 (m, 1H), 4.65-5.80 (m, 1H), 6.69-6.76 (m, 2H), 7.05 (bs, 1H), 7.43 (dd, J=13.7, 7.1 Hz, 1H) p...